Dataset: the Open Reaction Database (ORD), a public repository of structured organic reaction records. Task: describe an organic reaction: reactants, conditions, products, and yield Reactants: CCOCC, CI, CC1(C)C=CC(=O)CC1, Cl[Cu], [Mg]. The product is CC1CC(=O)CCC1(C)C. Reaction SMILES: [CH2:13]([O:14][CH2:15][CH3:16])[CH3:17].[CH3:2][I:3].[CH3:4][C:5]1([CH3:12])[CH:6]=[CH:7][C:8](=[O:11])[CH2:9][CH2:10]1.[Cu:18][Cl:19].[Mg:1]>>[CH3:2][CH:6]1[C:5]([CH3:4])([CH3:12])[CH2:10][CH2:9][C:8](=[O:11])[CH2:7]1. The reactants are CN(C=O)C (N,N-dimethylformamide), C(C)N(CCCN1N=C(C2=CC=CC=C12)N)CC (1-(3-diethylaminopropyl)-3-aminoindazole), Br.BrCCCN(CC)CC (3-bromopropyldiethylamine hydrobromide), C([O-])([O-])=O.[K+].[K+] (potassium carbonate). Solvent: C(Cl)(Cl)Cl (chloroform), O (water). Reaction conditions: temperature 80 celsius, time 12 hour. Product: C(C)N(CCCN1N=C(C2=CC=CC=C12)NCCCN(CC)CC)CC (1-(3-diethylaminopropyl)-3-(3-diethylaminopropylamino)indazole). Isolated yield 52.2%. RXN SMILES: CN(C)C=O.[CH2:6]([N:8]([CH2:22][CH3:23])[CH2:9][CH2:10][CH2:11][N:12]1[C:20]2[C:15](=[CH:16][CH:17]=[CH:18][CH:19]=2)[C:14]([NH2:21])=[N:13]1)[CH3:7].Br.Br[CH2:26][CH2:27][CH2:28][N:29]([CH2:32][CH3:33])[CH2:30][CH3:31].C(=O)([O-])[O-].[K+].[K+]>C(Cl)(Cl)Cl.O>[CH2:22]([N:8]([CH2:6][CH3:7])[CH2:9][CH2:10][CH2:11][N:12]1[C:20]2[C:15](=[CH:16][CH:17]=[CH:18][CH:19]=2)[C:14]([NH:21][CH2:26][CH2:27][CH2:28][N:29]([CH2:32][CH3:33])[CH2:30][CH3:31])=[N:13]1)[CH3:23] |f:2.3,4.5.6|. Reported procedure: To 60 ml of anhydrous N,N-dimethylformamide were added 4.00 g of 1-(3-diethylaminopropyl)-3-aminoindazole prepared by the same method as Example 26, 8.98 g of 3-bromopropyldiethylamine hydrobromide and 7.89 g of anhydrous potassium carbonate, and the mixture was stirred for 12 hours at 80° C. After cooling the reaction mixture, the mixture was added with 80 ml of water and extracted with diethyl ether. Then the ether layer was extracted three times with 2N-hydrochloric acid. The hydrochloric aci... Reactants: CC1(C=2N(C(S1)C=1C=NC=CC1)C=CC2C(=O)OC)C (methyl 1,1-dimethyl-3-(pyrid-3-yl)-1H,3H-pyrrolo[1,2-c]thiazole-7-carboxylate), [OH-].[Na+] (NaOH), Cl (HCl). The solvent is CO (methanol). Yields the product CC1(C=2N(C(S1)C=1C=NC=CC1)C=CC2C(=O)O)C (1,1-dimethyl-3-(pyrid-3-yl)-1H,3H-pyrrolo[1,2-c]thiazole-7-carboxylic acid). RXN SMILES: [CH3:1][C:2]1([CH3:20])[S:6][CH:5]([C:7]2[CH:8]=[N:9][CH:10]=[CH:11][CH:12]=2)[N:4]2[CH:13]=[CH:14][C:15]([C:16]([O:18]C)=[O:17])=[C:3]12.[OH-].[Na+].Cl>CO>[CH3:1][C:2]1([CH3:20])[S:6][CH:5]([C:7]2[CH:8]=[N:9][CH:10]=[CH:11][CH:12]=2)[N:4]2[CH:13]=[CH:14][C:15]([C:16]([OH:18])=[O:17])=[C:3]12 |f:1.2|. Reported procedure: A mixture of methyl 1,1-dimethyl-3-(pyrid-3-yl)-1H,3H-pyrrolo[1,2-c]thiazole-7-carboxylate (1.1 g, 3.8 mmol), 1N aqueous NaOH (19 mmol), and methanol (40 mL) was refluxed for 17 hours. The reaction mixture was cooled to ambient temperature and taken to pH 4 with concentrated HCl. The thick solution was extracted twice with 9:1 CHCl3, isopropanol. The combined organic layers where washed with brine, dried over MgSO4, filtered, and concentrated in vacuo to give a yellow powder. The powder was trit... The reactants are CC(C)CC(N)C(=O)OC1CCCC1, Nc1c(C(=O)c2ccc(F)cc2)ccc(=O)n1-c1c(F)cc(OC2CCC(=O)CC2)cc1F. Product: CC(C)CC(NC1CCC(Oc2cc(F)c(-n3c(N)c(C(=O)c4ccc(F)cc4)ccc3=O)c(F)c2)CC1)C(=O)OC1CCCC1. RXN SMILES: [CH:34]1([O:39][C:40]([CH:41]([NH2:42])[CH2:43][CH:44]([CH3:45])[CH3:46])=[O:47])[CH2:35][CH2:36][CH2:37][CH2:38]1.[NH2:1][c:2]1[c:3]([C:25]([c:26]2[cH:27][cH:28][c:29]([F:32])[cH:30][cH:31]2)=[O:33])[cH:4][cH:5][c:6](=[O:24])[n:7]1-[c:8]1[c:9]([F:23])[cH:10][c:11]([O:15][CH:16]2[CH2:17][CH2:18][C:19](=[O:22])[CH2:20][CH2:21]2)[cH:12][c:13]1[F:14]>>[NH2:1][c:2]1[c:3]([C:25]([c:26]2[cH:27][cH:28][c:29]([F:32])[cH:30][cH:31]2)=[O:33])[cH:4][cH:5][c:6](=[O:24])[n:7]1-[c:8]1[c:9]([F:23])[cH:10][c:11]([O:15][CH:16]2[CH2:17][CH2:18][CH:19]([NH:42][CH:41]([C:40]([O:39][CH:34]3[CH2:35][CH2:36][CH2:37][CH2:38]3)=[O:47])[CH2:43][CH:44]([CH3:45])[CH3:46])[CH2:20][CH2:21]2)[cH:12][c:13]1[F:14]. The reactants are BrC1=C(C=CC=C1)O (2-bromophenol), C#CCBr (progargyl bromide), C(=O)([O-])[O-].[K+].[K+] (K2CO3). The solvent is C(C)#N (ACN). Run at time 8 hour. Product: BrC1=C(C=CC=C1)OCC#C (1-Bromo-2-(prop-2-yn-1-yloxy)benzene). Reaction SMILES: [Br:1][C:2]1[CH:7]=[CH:6][CH:5]=[CH:4][C:3]=1[OH:8].[CH:9]#[C:10][CH2:11]Br.C([O-])([O-])=O.[K+].[K+]>C(#N)C>[Br:1][C:2]1[CH:7]=[CH:6][CH:5]=[CH:4][C:3]=1[O:8][CH2:11][C:10]#[CH:9] |f:2.3.4|. Procedure details: To a stirred solution of 2-bromophenol (50.0 g, 289 mmol) and progargyl bromide (41.3 g, 347 mmol) in dry ACN (500 mL) was added K2CO3 (47.9 g, 347 mmol) and the solution was stirred overnight at rt. The solvent was removed and the residue was poured into water and extracted with Et2O. The combined organic layers were dried over Na2SO4, filtered and concentrated to give compound P34a (60 g, 98%) as an oil.